From a dataset of the Open Reaction Database (ORD), a public repository of structured organic reaction records. describe an organic reaction: reactants, conditions, products, and yield Reactants: COC(=O)c1cc(Br)c(N)c(OC)c1, CCO, CC(=O)O, O=N[O-], [Na+], O, O=P(O)(O)P(=O)(O)O, O=S(=O)(O)O. The product is COC(=O)c1cc(Br)cc(OC)c1. RXN SMILES: [Br:1][c:2]1[cH:3][c:4]([C:5](=[O:6])[O:7][CH3:8])[cH:9][c:10]([O:13][CH3:14])[c:11]1[NH2:12].[CH3:27][CH2:28][OH:29].[CH3:35][C:36](=[O:37])[OH:38].[N:15]([O-:16])=[O:17].[Na+:18].[OH2:39].[P:19]([P:20]([OH:21])([OH:22])=[O:23])([OH:24])([OH:25])=[O:26].[S:30](=[O:31])(=[O:32])([OH:33])[OH:34]>>[Br:1][c:2]1[cH:3][c:4]([C:5](=[O:6])[O:7][CH3:8])[cH:9][c:10]([O:13][CH3:14])[cH:11]1. Product: ClC1=NC=C(C=C1)C(Cl)(Cl)Cl (2-chloro-5-trichloromethyl pyridine). Reactants: ClC1=NC=C(C=C1)C(F)(F)F (2-chloro-5-trifluoromethyl pyridine), [Cl-].[Al+3].[Cl-].[Cl-] (aluminum chloride), ice water. Procedure: To 18.2 g of 2-chloro-5-trifluoromethyl pyridine, 20 g of aluminum chloride was added in 2 hours, and they were reacted under the predetermined reaction conditions as shown in Table 1. After the completion of the reaction, the reaction product was cooled and then introduced into ice water, and the oil layer was separated by liquid separation. The solvent was removed by distillation to obtain 2-chloro-5-trichloromethyl pyridine. Reaction SMILES: [Cl:1][C:2]1[CH:7]=[CH:6][C:5]([C:8](F)(F)F)=[CH:4][N:3]=1.[Cl-:12].[Al+3].[Cl-:14].[Cl-:15]>>[Cl:1][C:2]1[CH:7]=[CH:6][C:5]([C:8]([Cl:15])([Cl:14])[Cl:12])=[CH:4][N:3]=1 |f:1.2.3.4|. Reactants: CC1CC(CC(C1)C)CC(=O)OCC (ethyl 3,5-dimethyl-cyclohexylacetate), CO (methanol), [OH-].[K+] (potassium hydroxide). Solvent: O (water). Product: CC1CC(CC(C1)C)CC(=O)O (3,5-Dimethyl-cyclohexylacetic acid). The yield is 92.8%. RXN SMILES: [CH3:1][CH:2]1[CH2:7][CH:6]([CH3:8])[CH2:5][CH:4]([CH2:9][C:10]([O:12]CC)=[O:11])[CH2:3]1.CO.[OH-].[K+]>O>[CH3:1][CH:2]1[CH2:7][CH:6]([CH3:8])[CH2:5][CH:4]([CH2:9][C:10]([OH:12])=[O:11])[CH2:3]1 |f:2.3|. Reported procedure: 44.7 g of ethyl 3,5-dimethyl-cyclohexylacetate are treated with 300 ml of methanol and 15 g of potassium hydroxide, dissolved in 140 ml of water, and saponified by heating to reflux temperature for 3 hours. The working-up yields 35.6 g of a solid crude product which is used directly. A sample is distilled for the purpose of analysis. Starting materials: CC(=O)C(=O)[O-], Cl, Cl, NO, [Na+], [Na+], [Na+], [Na+], O=C([O-])[O-], [OH-], O=C(O)C(=O)CC(O)(Cc1c[nH]c2ccccc12)C(=O)O, O=C(O)C(=O)Cc1c[nH]c2ccccc12. Product: O=C(O)C(CC(O)(Cc1c[nH]c2ccccc12)C(=O)O)=NO. RXN SMILES: [CH3:19][C:20]([C:21](=[O:22])[O-:23])=[O:24].[ClH:46].[ClH:49].[NH2:47][OH:48].[Na+:17].[Na+:18].[Na+:50].[Na+:51].[O-:52][C:53](=[O:54])[O-:55].[OH-:16].[OH:25][C:26]([CH2:27][C:28]([C:29](=[O:30])[OH:31])=[O:32])([C:33](=[O:34])[OH:35])[CH2:36][c:37]1[cH:38][nH:39][c:40]2[cH:41][cH:42][cH:43][cH:44][c:45]12.[nH:1]1[c:2]2[c:3]([cH:4][cH:5][cH:6][cH:7]2)[c:8]([CH2:9][C:10](=[O:11])[C:12]([OH:13])=[O:14])[cH:15]1>>[OH:16][N:47]=[C:28]([CH2:27][C:26]([OH:25])([C:33](=[O:34])[OH:35])[CH2:36][c:37]1[cH:38][nH:39][c:40]2[cH:41][cH:42][cH:43][cH:44][c:45]12)[C:29](=[O:30])[OH:31]. Starting materials: BrCc1ccccc1, CC12CCC3c4ccc(O)cc4CCC3C1CCC2=O, [H-], [Na+], CN(C)C=O, O. Product: CC12CCC3c4ccc(OCc5ccccc5)cc4CCC3C1CCC2=O. As a reaction SMILES: [CH2:23]([c:24]1[cH:25][cH:26][cH:27][cH:28][cH:29]1)[Br:30].[CH:1]12[CH2:2][CH2:3][C:4]3([CH3:5])[C:6](=[O:7])[CH2:8][CH2:9][CH:10]3[CH:11]1[CH2:12][CH2:13][c:14]1[cH:15][c:16]([OH:17])[cH:18][cH:19][c:20]12.[H-:22].[Na+:21].[O:32]=[CH:33][N:34]([CH3:35])[CH3:36].[OH2:31]>>[CH:1]12[CH2:2][CH2:3][C:4]3([CH3:5])[C:6](=[O:7])[CH2:8][CH2:9][CH:10]3[CH:11]1[CH2:12][CH2:13][c:14]1[cH:15][c:16]([O:17][CH2:23][c:24]3[cH:25][cH:26][cH:27][cH:28][cH:29]3)[cH:18][cH:19][c:20]12. The reactants are COC=1C=CC2=C(OC(=CO2)CN)C1 ((7-Methoxy-1,4benzodioxin-2yl)methanamine), C(C)(=O)OC(C)=O (acetic anhydride). Run in N1=CC=CC=C1 (pyridine). Conditions: temperature 0 celsius. The product is COC=1C=CC2=C(OC(=CO2)CNC(C)=O)C1 (N-[(7-Methoxy-1,4-benzodioxin-2-yl)methyl]acetamide). RXN SMILES: [CH3:1][O:2][C:3]1[CH:4]=[CH:5][C:6]2[O:11][CH:10]=[C:9]([CH2:12][NH2:13])[O:8][C:7]=2[CH:14]=1.[C:15](OC(=O)C)(=[O:17])[CH3:16]>N1C=CC=CC=1>[CH3:1][O:2][C:3]1[CH:4]=[CH:5][C:6]2[O:11][CH:10]=[C:9]([CH2:12][NH:13][C:15](=[O:17])[CH3:16])[O:8][C:7]=2[CH:14]=1. Procedure details: The crude amine obtained in Step C is dissolved in 10 ml of anhydrous pyridine; the mixture is then cooled to 0° C. 0.41 g (4 mmol) of acetic anhydride is added to that solution; stirring is then maintained for 30 minutes. The solvent is then evaporated in vacuo; the residue is then taken up in dichloromethane. The organic phase is then acidified with a hydrochloric acid solution (1N); the aqueous phase is then extracted with dichloromethane. After during over magnesium sulphate and evaporation ... The reactants are C(CCC)[Li] (n-Butyl lithium), C=1C=CC2=C(C1)C=CS2 (thianaphthene), CC=1C=C(OC1C)C=O (4,5-dimethyl-2-furaldehyde). Run in C1CCOC1 (THF), C1CCOC1 (THF). Run at time 15 minute. Yields the product S1C2=C(C=C1C(O)C1=CC(=C(O1)C)C)C=CC=C2 (Benzo[b]thiophen-2-yl-(2,3-dimethyl-furan-5-yl)-methanol). Isolated yield 102.2%. As a reaction SMILES: C([Li])CCC.[CH:6]1[CH:7]=[CH:8][C:9]2[S:14][CH:13]=[CH:12][C:10]=2[CH:11]=1.[CH3:15][C:16]1[CH:17]=[C:18]([CH:22]=[O:23])[O:19][C:20]=1[CH3:21]>C1COCC1>[S:14]1[C:13]([CH:22]([C:18]2[O:19][C:20]([CH3:21])=[C:16]([CH3:15])[CH:17]=2)[OH:23])=[CH:12][C:10]2[CH:11]=[CH:6][CH:7]=[CH:8][C:9]1=2. Procedure: n-Butyl lithium (2.5 N in hexanes, 32.2 mL, 80.5 mmol) was added to a stirred solution of thianaphthene (10.6 g, 78.9 mmol) in THF (290 mL) at −78° C. After 15 min., a solution of 4,5-dimethyl-2-furaldehyde (9.79 g, 78.9 mmol) in THF (10 mL) was added. After additional 1 hour, the reaction mixture was quenched with 10% aqueous ammonium chloride (150 mL) and further diluted with water (150 mL). Aqueous mixture was extracted with dichloromethane. The combined dichloromethane extracts were washed w...